Task: describe an organic reaction: reactants, conditions, products, and yield. Dataset: the Open Reaction Database (ORD), a public repository of structured organic reaction records Starting materials: CC(=O)OI1(C=2C=CC=CC2C(=O)O1)(OC(=O)C)OC(=O)C (Dess-Martin periodinane), C(C)(C)(C)OC(NC1=NN(C=C1C1=CC=C(C=C1)CC(C(=O)NCC(CC(CC)(C)C)O)NC(C)=O)C)=O (tert-butyl[4-(4-{2-(acetylamino)-3-[(2-hydroxy-4,4-dimethylhexyl)amino]-3-oxopropyl}phenyl)-1-methyl-1H-pyrazol-3-yl]carbamate). Run in C(Cl)Cl (methylene chloride). Conditions: time 2 hour. Product: C(C)(=O)NC(CC1=CC=C(C=C1)C=1C(=NN(C1)C)NC(OC(C)(C)C)=O)C(=O)NCC(CC(CC)(C)C)=O (tert-butyl [4-(4-{2-(acetylamino)-3-[(4,4-dimethyl-2-oxohexyl)amino]-3-oxopropyl}phenyl)-1-methyl-1H-pyrazol-3-yl]carbamate). As a reaction SMILES: CC(OI1(OC(C)=O)(OC(C)=O)OC(=O)C2C=CC=CC1=2)=O.[C:23]([O:27][C:28](=[O:60])[NH:29][C:30]1[C:34]([C:35]2[CH:40]=[CH:39][C:38]([CH2:41][CH:42]([NH:55][C:56](=[O:58])[CH3:57])[C:43]([NH:45][CH2:46][CH:47]([OH:54])[CH2:48][C:49]([CH3:53])([CH3:52])[CH2:50][CH3:51])=[O:44])=[CH:37][CH:36]=2)=[CH:33][N:32]([CH3:59])[N:31]=1)([CH3:26])([CH3:25])[CH3:24]>C(Cl)Cl>[C:56]([NH:55][CH:42]([C:43]([NH:45][CH2:46][C:47](=[O:54])[CH2:48][C:49]([CH3:53])([CH3:52])[CH2:50][CH3:51])=[O:44])[CH2:41][C:38]1[CH:37]=[CH:36][C:35]([C:34]2[C:30]([NH:29][C:28](=[O:60])[O:27][C:23]([CH3:26])([CH3:25])[CH3:24])=[N:31][N:32]([CH3:59])[CH:33]=2)=[CH:40][CH:39]=1)(=[O:58])[CH3:57]. Procedure: Dess-Martin periodinane (403 mg, 0.15 mmol) was added to an ambient temperature solution of tert-butyl[4-(4-{2-(acetylamino)-3-[(2-hydroxy-4,4-dimethylhexyl)amino]-3-oxopropyl}phenyl)-1-methyl-1H-pyrazol-3-yl]carbamate (403 mg, 0.76 mmol) in methylene chloride (10 mL). After stirring at ambient temperature for 2 h, the reaction mixture was quenched with saturated aqueous sodium thiosulfate/saturated aqueous sodium bicarbonate (1:1) and extracted with methylene chloride. The combined organic extr... Reactants: O=C([O-])c1ccccc1C(=O)O[O-], CO, ClCCl, CSc1ccc(F)cc1[N+](=O)[O-], [Mg+2]. Product: CS(=O)c1ccc(F)cc1[N+](=O)[O-]. Reaction SMILES: [C:1]([O:2][O-:3])(=[O:4])[c:6]1[c:7]([C:12](=[O:5])[O-:13])[cH:8][cH:9][cH:10][cH:11]1.[CH3:27][OH:28].[Cl:29][CH2:30][Cl:31].[F:15][c:16]1[cH:17][c:18]([N+:24](=[O:25])[O-:26])[c:19]([S:22][CH3:23])[cH:20][cH:21]1.[Mg+2:14]>>[O:5]=[S:22]([c:19]1[c:18]([N+:24](=[O:25])[O-:26])[cH:17][c:16]([F:15])[cH:21][cH:20]1)[CH3:23].